Dataset: the Open Reaction Database (ORD), a public repository of structured organic reaction records. Task: describe an organic reaction: reactants, conditions, products, and yield Starting materials: ClCC(=O)C1=CC=C(C=C1)C1=CC=C(C=C1)S(=O)(=O)C(F)F (2-chloro-1-[4'-[(difluoromethyl) -sulfonyl][1,1'-biphenyl]-4-yl]ethanone), C(C)(=O)O (acetic acid), Cl (HCl), [BH4-].[Na+] (sodium borohydride). Solvent: O (water), O1CCCC1 (tetrahydrofuran), O (water). Conditions: temperature 5 celsius, time 15 minute. Product: ClCC(O)C1=CC=C(C=C1)C1=CC=C(C=C1)S(=O)(=O)C(F)F (α-(chloromethyl)-4'-[(difluoromethyl)sulfonyl][1,1'-biphenyl]-4-methanol). The yield is 78.0%. As a reaction SMILES: [Cl:1][CH2:2][C:3]([C:5]1[CH:10]=[CH:9][C:8]([C:11]2[CH:16]=[CH:15][C:14]([S:17]([CH:20]([F:22])[F:21])(=[O:19])=[O:18])=[CH:13][CH:12]=2)=[CH:7][CH:6]=1)=[O:4].C(O)(=O)C.[BH4-].[Na+].Cl>O.O1CCCC1>[Cl:1][CH2:2][CH:3]([C:5]1[CH:10]=[CH:9][C:8]([C:11]2[CH:16]=[CH:15][C:14]([S:17]([CH:20]([F:22])[F:21])(=[O:18])=[O:19])=[CH:13][CH:12]=2)=[CH:7][CH:6]=1)[OH:4] |f:2.3|. Procedure details: To a 500-mL sidearm flask equipped with a thermometer and nitrogen inlet was charged 47.0 g (0.130 mol) of ca. 95%-pure 2-chloro-1-[4'-[(difluoromethyl) -sulfonyl][1,1'-biphenyl]-4-yl]ethanone, 200 mL of tetrahydrofuran, 1.40 mL (23 mmol) of glacial acetic acid, and 10 mL of water. The orange solution was cooled to 5° C. and 2.4 g (31 mmol) of sodium borohydride was added in three portions over about 15 minutes. The mixture was held for 15 minutes at 10° C., diluted with 200 mL of water, and aci... Starting materials: CCOC(=O)C(Cc1ccc(OCCBr)cc1)OCC, FC(F)(F)C(F)(F)c1nc2ccccc2[nH]1, [K+], [K+], O=C([O-])[O-], CN(C)C=O. The product is CCOC(=O)C(Cc1ccc(OCCn2c(C(F)(F)C(F)(F)F)nc3ccccc32)cc1)OCC. RXN SMILES: [Br:1][CH2:2][CH2:3][O:4][c:5]1[cH:6][cH:7][c:8]([CH2:11][CH:12]([C:13](=[O:14])[O:15][CH2:16][CH3:17])[O:18][CH2:19][CH3:20])[cH:9][cH:10]1.[F:21][C:22]([C:23]([F:24])([F:25])[F:26])([c:27]1[n:28][c:29]2[c:30]([nH:31]1)[cH:32][cH:33][cH:34][cH:35]2)[F:36].[K+:37].[K+:38].[O-:39][C:40]([O-:41])=[O:42].[O:43]=[CH:44][N:45]([CH3:46])[CH3:47]>>[CH2:2]([CH2:3][O:4][c:5]1[cH:6][cH:7][c:8]([CH2:11][CH:12]([C:13](=[O:14])[O:15][CH2:16][CH3:17])[O:18][CH2:19][CH3:20])[cH:9][cH:10]1)[n:28]1[c:27]([C:22]([F:21])([C:23]([F:24])([F:25])[F:26])[F:36])[n:31][c:30]2[c:29]1[cH:35][cH:34][cH:33][cH:32]2. Starting materials: CCOC(C)=O, CNC(=O)c1c(-c2ccc(F)cc2)oc2cc([N+](=O)[O-])c(-c3cccc(C(=O)NC4(c5ccccc5)CC4)c3)cc12, CN(C)C=O, [Pd]. The product is CNC(=O)c1c(-c2ccc(F)cc2)oc2cc(N)c(-c3cccc(C(=O)NC4(c5ccccc5)CC4)c3)cc12. RXN SMILES: [CH3:42][CH2:43][O:44][C:45](=[O:46])[CH3:47].[F:1][c:2]1[cH:3][cH:4][c:5](-[c:8]2[o:9][c:10]3[c:11]([c:12]2[C:13](=[O:14])[NH:15][CH3:16])[cH:17][c:18](-[c:24]2[cH:25][c:26]([C:30]([NH:31][C:32]4([c:35]5[cH:36][cH:37][cH:38][cH:39][cH:40]5)[CH2:33][CH2:34]4)=[O:41])[cH:27][cH:28][cH:29]2)[c:19]([N+:21]([O-:22])=[O:23])[cH:20]3)[cH:6][cH:7]1.[O:48]=[CH:49][N:50]([CH3:51])[CH3:52].[Pd:53]>>[F:1][c:2]1[cH:3][cH:4][c:5](-[c:8]2[o:9][c:10]3[c:11]([c:12]2[C:13](=[O:14])[NH:15][CH3:16])[cH:17][c:18](-[c:24]2[cH:25][c:26]([C:30]([NH:31][C:32]4([c:35]5[cH:36][cH:37][cH:38][cH:39][cH:40]5)[CH2:33][CH2:34]4)=[O:41])[cH:27][cH:28][cH:29]2)[c:19]([NH2:21])[cH:20]3)[cH:6][cH:7]1.